From a dataset of the Open Reaction Database (ORD), a public repository of structured organic reaction records. describe an organic reaction: reactants, conditions, products, and yield The yield is 51.4%. Conditions: time 20 minute. Starting materials: Cl.N(C(=N)N)C1=CC=C(C(=O)Cl)C=C1 (4-carbamimidamidobenzoyl chloride hydrochloride), Cl.N(C(=N)N)C1=CC=C(C(=O)Cl)C=C1 (4-carbamimidamidobenzoyl chloride hydrochloride), Cl.N(C(=N)N)C1=CC=C(C(=O)Cl)C=C1 (4-carbamimidamidobenzoyl chloride hydrochloride), Cl.N(C(=N)N)C1=CC=C(C(=O)Cl)C=C1 (4-Carbamimidamidobenzoyl chloride hydrochloride), C(C)(C)(C)OC(CC1(CC(=NO1)C1=C(C=CC(=C1)O)C)C(=O)OC(C)(C)C)=O (tert-butyl 5-(2-tert-butoxy-2-oxoethyl)-3-(5-hydroxy-2-methylphenyl)-4,5-dihydro-1,2-oxazole-5-carboxylate), N1=CC=CC=C1 (pyridine). RXN SMILES: Cl.[NH:2]([C:6]1[CH:14]=[CH:13][C:9]([C:10](Cl)=[O:11])=[CH:8][CH:7]=1)[C:3]([NH2:5])=[NH:4].[C:15]([O:19][C:20](=[O:42])[CH2:21][C:22]1([C:35]([O:37][C:38]([CH3:41])([CH3:40])[CH3:39])=[O:36])[O:26][N:25]=[C:24]([C:27]2[CH:32]=[C:31]([OH:33])[CH:30]=[CH:29][C:28]=2[CH3:34])[CH2:23]1)([CH3:18])([CH3:17])[CH3:16].N1C=CC=CC=1>CN1C(=O)CCC1>[C:15]([O:19][C:20](=[O:42])[CH2:21][C:22]1([C:35]([O:37][C:38]([CH3:41])([CH3:40])[CH3:39])=[O:36])[O:26][N:25]=[C:24]([C:27]2[CH:32]=[C:31]([O:33][C:10](=[O:11])[C:9]3[CH:8]=[CH:7][C:6]([NH:2][C:3]([NH2:5])=[NH:4])=[CH:14][CH:13]=3)[CH:30]=[CH:29][C:28]=2[CH3:34])[CH2:23]1)([CH3:18])([CH3:17])[CH3:16] |f:0.1|. Procedure details: 4-Carbamimidamidobenzoyl chloride hydrochloride (173 mg) was added to a mixture of tert-butyl 5-(2-tert-butoxy-2-oxoethyl)-3-(5-hydroxy-2-methylphenyl)-4,5-dihydro-1,2-oxazole-5-carboxylate (290 mg), pyridine (1 mL), and NMP (3 mL) at 50 C, and the obtained mixture was stirred at 50 C for 20 minutes. Further, 4-carbamimidamidobenzoyl chloride hydrochloride (173 mg) was added thereto, and the obtained mixture was stirred at 50 C for 20 minutes. Further, 4-carbamimidamidobenzoyl chloride hydrochlo... Product: C(C)(C)(C)OC(CC1(CC(=NO1)C1=C(C=CC(=C1)OC(C1=CC=C(C=C1)NC(=N)N)=O)C)C(=O)OC(C)(C)C)=O (tert-Butyl 5-(2-tert-butoxy-2-oxoethyl)-3-(5-((4-carbamimidamidobenzoyl)oxy)-2-methylphenyl)-4,5-dihydro-1,2-oxazole-5-carboxylate). Solvent: CN1CCCC1=O (NMP).